This data is from the Open Reaction Database (ORD), a public repository of structured organic reaction records. The task is: describe an organic reaction: reactants, conditions, products, and yield As a reaction SMILES: COC1C=CC([NH:9][CH2:10][CH2:11][CH2:12][O:13][C:14]2[CH:23]=[CH:22][C:21]3[C:16](=[CH:17][CH:18]=[CH:19][CH:20]=3)[CH:15]=2)=CC=1.C(Br)C>CC(C)=O>[CH:15]1[C:16]2[C:21](=[CH:20][CH:19]=[CH:18][CH:17]=2)[CH:22]=[CH:23][C:14]=1[O:13][CH2:12][CH2:11][CH2:10][NH2:9]. Run in CC(=O)C (acetone). The reactants are COC1=CC=C(C=C1)NCCCOC1=CC2=CC=CC=C2C=C1 (N-(4-methoxyphenyl)-[3-(naphthalen-2-yloxy)propyl]amine), C(C)Br (ethyl bromide). Reported procedure: A mixture of N-(4-methoxyphenyl)-[3-(naphthalen-2-yloxy)propyl]amine (0.5 gm, 0.002 mole) and ethyl bromide(0.52 ml, 0.003 mole) was taken in dry acetone (40 ml). It was refluxed for 12 hrs and the progress of reaction checked by TLC. Reaction mixture was filtered and the filtrate was concentrated to get oily compound which was further crystallized by benzene hexane mixture to get N-(4 methoxyphenyl)-N-ethyl [3-(naphthalen-2-yloxy)propylamine, crystallized as yellow oil, (yield 0.64 gm, 94.6%). The product is C1=C(C=CC2=CC=CC=C12)OCCCN (3-(naphthalen-2-yloxy)propylamine). Reactants: CC(C)(C#N)c1cc(CBr)cc(C(C)(C)C#N)c1, N#Cc1ccc(Nc2cncnc2)cc1. The product is CC(C)(C#N)c1cc(CN(c2ccc(C#N)cc2)c2cncnc2)cc(C(C)(C)C#N)c1. RXN SMILES: [C:16](#[N:17])[C:18]([CH3:19])([CH3:20])[c:21]1[cH:22][c:23]([CH2:24][Br:25])[cH:26][c:27]([C:29]([CH3:30])([C:31]#[N:32])[CH3:33])[cH:28]1.[C:1](#[N:2])[c:3]1[cH:4][cH:5][c:6]([NH:9][c:10]2[cH:11][n:12][cH:13][n:14][cH:15]2)[cH:7][cH:8]1>>[C:1](#[N:2])[c:3]1[cH:4][cH:5][c:6]([N:9]([c:10]2[cH:11][n:12][cH:13][n:14][cH:15]2)[CH2:24][c:23]2[cH:22][c:21]([C:18]([C:16]#[N:17])([CH3:19])[CH3:20])[cH:28][c:27]([C:29]([CH3:30])([C:31]#[N:32])[CH3:33])[cH:26]2)[cH:7][cH:8]1. The reactants are N=C(N)SCC1=Cc2cc(Br)ccc2CCC1, Cl, O=C(O)C(F)(F)F, O=S(=O)(O)C(F)(F)F. Yields the product NC1=NC2c3cc(Br)ccc3CCCC2CS1. RXN SMILES: [C:1]([NH2:2])(=[NH:3])[S:4][CH2:5][C:6]1=[CH:12][c:11]2[c:10]([cH:16][cH:15][c:14]([Br:17])[cH:13]2)[CH2:9][CH2:8][CH2:7]1.[ClH:18].[F:27][C:28]([F:29])([F:30])[C:31]([OH:32])=[O:33].[OH:19][S:20]([C:21]([F:22])([F:23])[F:24])(=[O:25])=[O:26]>>[C:1]1([NH2:2])=[N:3][CH:12]2[CH:6]([CH2:5][S:4]1)[CH2:7][CH2:8][CH2:9][c:10]1[c:11]2[cH:13][c:14]([Br:17])[cH:15][cH:16]1.